From a dataset of the Open Reaction Database (ORD), a public repository of structured organic reaction records. describe an organic reaction: reactants, conditions, products, and yield Reactants: COC(C1=C(C=C(C(=C1)[N+](=O)[O-])Cl)NC(CC1=CC(=CC(=C1)C)C)=O)=O (4-chloro-2-[2-(3,5-dimethylphenyl)-acetylamino]-5-nitrobenzoic acid methyl ester), C[Si](C)(C)[N-][Si](C)(C)C.[Na+] (sodium bis(trimethylsilyl)amide), solution. Solvent: O1CCCC1 (tetrahydrofuran). Reaction conditions: time 2 hour. Product: ClC1=C(C=C2C(=C(C(NC2=C1)=O)C1=CC(=CC(=C1)C)C)O)[N+](=O)[O-] (7-chloro-3-(3,5-dimethylphenyl)-4-hydroxy-6-nitro-1H-quinolin-2-one). Isolated yield 90.6%. Reaction SMILES: C[O:2][C:3](=O)[C:4]1[CH:9]=[C:8]([N+:10]([O-:12])=[O:11])[C:7]([Cl:13])=[CH:6][C:5]=1[NH:14][C:15](=[O:25])[CH2:16][C:17]1[CH:22]=[C:21]([CH3:23])[CH:20]=[C:19]([CH3:24])[CH:18]=1.C[Si]([N-][Si](C)(C)C)(C)C.[Na+]>O1CCCC1>[Cl:13][C:7]1[CH:6]=[C:5]2[C:4]([C:3]([OH:2])=[C:16]([C:17]3[CH:22]=[C:21]([CH3:23])[CH:20]=[C:19]([CH3:24])[CH:18]=3)[C:15](=[O:25])[NH:14]2)=[CH:9][C:8]=1[N+:10]([O-:12])=[O:11] |f:1.2|. Procedure details: To a solution of 4-chloro-2-[2-(3,5-dimethylphenyl)-acetylamino]-5-nitrobenzoic acid methyl ester (1.17 g in 10 mL dry tetrahydrofuran) at 0° C. was added dropwise a solution of sodium bis(trimethylsilyl)amide (7.8 mL of a 1.0M solution in tetrahydrofuran) and the mixture warmed to room temperature. After 2 hours, the reaction was quenched by the addition of 100 mL iced 6N hydrochloric acid. The slurry was stirred for 10 minutes then filtered and washed (2×) with ice water and then cold acetonit... The reactants are S(N)(OC1=C(C=CC=C1Cl)Cl)(=O)=O (2,6-dichlorophenyl sulfamate), C1(CCCCC1)N=C=NC1CCCCC1 (dicyclohexylcarbodiimide), COC1=NC(=NC(=C1)OC)C(=O)O (4,6-dimethoxypyrimidine-2-carboxylic acid). The reagents and catalysts are CN(C1=CC=NC=C1)C (4-dimethylaminopyridine). Run in ClCCl (dichloromethane). Reaction conditions: time 3 hour. The product is COC1=CC(=NC(=C1)OC)C(=O)NS(OC1=C(C=CC=C1Cl)Cl)(=O)=O (2,6-Dichlorophenyl N-[(4,6-dimethoxypyridin-2-yl)carbonyl]sulfamate). RXN SMILES: [S:1](=[O:13])(=[O:12])([O:3][C:4]1[C:9]([Cl:10])=[CH:8][CH:7]=[CH:6][C:5]=1[Cl:11])[NH2:2].[CH:14]1(N=C=NC2CCCCC2)CCCCC1.[CH3:29][O:30][C:31]1[CH:36]=[C:35]([O:37][CH3:38])N=[C:33]([C:39]([OH:41])=O)[N:32]=1>CN(C)C1C=CN=CC=1.ClCCl>[CH3:38][O:37][C:35]1[CH:36]=[C:31]([O:30][CH3:29])[N:32]=[C:33]([C:39]([NH:2][S:1](=[O:13])(=[O:12])[O:3][C:4]2[C:5]([Cl:11])=[CH:6][CH:7]=[CH:8][C:9]=2[Cl:10])=[O:41])[CH:14]=1. Reported procedure: 2.4 g of 2,6-dichlorophenyl sulfamate are added in portions at 0° C. to 2° C. to a mixture of 2.3 g of dicyclohexylcarbodiimide, 120 mg of 4-dimethylaminopyridine and 2.2 g of 4,6-dimethoxypyrimidine-2-carboxylic acid in 80 ml of absolute dichloromethane, and stirring is continued for 0.5 hour at 0° C. and 3 hours at room temperature. The mixture is filtered off with suction, the organic phase is washed with 100 ml of 1N hydrochloric acid and then with water and dried over sodium sulfate. The so... Starting materials: C(C)N(C1=C(C=CC(=C1)OC)C1CC=2C=CC(=CC2CC1)OC(C(C)(C)C)=O)C(C1=CC(=C(C=C1)O)F)=O (pivalic acid 6-{2-[ethyl(3-fluoro-4-hydroxybenzoyl)amino]-4-methoxyphenyl}-5,6,7,8-tetrahydronaphthalen-2-yl ester), ClCC(=O)NCC (2-chloro-N-ethylacetamide). The product is C(C)N(C1=C(C=CC(=C1)OC)C1CC=2C=CC(=CC2CC1)O)CC1=CC(=C(C=C1)OCCNCC)F (6-{2-{Ethyl[4-(2-ethylaminoethoxy)-3-fluorobenzyl]amino}-4-methoxyphenyl}-5,6,7,8-tetrahydronaphthalen-2-ol). Isolated yield 21.1%. RXN SMILES: [CH2:1]([N:3]([C:29](=O)[C:30]1[CH:35]=[CH:34][C:33]([OH:36])=[C:32]([F:37])[CH:31]=1)[C:4]1[CH:9]=[C:8]([O:10][CH3:11])[CH:7]=[CH:6][C:5]=1[CH:12]1[CH2:21][CH2:20][C:19]2[CH:18]=[C:17]([O:22]C(=O)C(C)(C)C)[CH:16]=[CH:15][C:14]=2[CH2:13]1)[CH3:2].Cl[CH2:40][C:41]([NH:43][CH2:44][CH3:45])=O>>[CH2:1]([N:3]([CH2:29][C:30]1[CH:35]=[CH:34][C:33]([O:36][CH2:40][CH2:41][NH:43][CH2:44][CH3:45])=[C:32]([F:37])[CH:31]=1)[C:4]1[CH:9]=[C:8]([O:10][CH3:11])[CH:7]=[CH:6][C:5]=1[CH:12]1[CH2:21][CH2:20][C:19]2[CH:18]=[C:17]([OH:22])[CH:16]=[CH:15][C:14]=2[CH2:13]1)[CH3:2]. Procedure: Synthesized from pivalic acid 6-{2-[ethyl(3-fluoro-4-hydroxybenzoyl)amino]-4-methoxyphenyl}-5,6,7,8-tetrahydronaphthalen-2-yl ester (25 mg) and 2-chloro-N-ethylacetamide (11 mg) according to an analogous synthetic method to Example 567 and purified by LC-MS, the title compound (5.0 mg) was obtained. Reactants: C(C)(=O)OC1=C(C(=O)C2=CC=C(C=C2)C)C=C(C=C1)C#C[Si](C)(C)C (2-acetoxy-5-trimethylsilanylethynyl-4'-methylbenzophenone), [F-].C(CCC)[N+](CCCC)(CCCC)CCCC (tetrabutylammonium fluoride). The solvent is O (water), O1CCCC1 (tetrahydrofuran). Run at time 30 minute. Yields the product C(#C)C=1C=CC(=C(C(=O)C2=CC=C(C=C2)C)C1)O (5-Ethynyl-2-hydroxy-4'-methylbenzophenone). RXN SMILES: C([O:4][C:5]1[CH:19]=[CH:18][C:17]([C:20]#[C:21][Si](C)(C)C)=[CH:16][C:6]=1[C:7]([C:9]1[CH:14]=[CH:13][C:12]([CH3:15])=[CH:11][CH:10]=1)=[O:8])(=O)C.[F-].C([N+](CCCC)(CCCC)CCCC)CCC>O1CCCC1.O>[C:20]([C:17]1[CH:18]=[CH:19][C:5]([OH:4])=[C:6]([CH:16]=1)[C:7]([C:9]1[CH:10]=[CH:11][C:12]([CH3:15])=[CH:13][CH:14]=1)=[O:8])#[CH:21] |f:1.2|. Reported procedure: To a solution of 100 mg (0.3 mmol) of 2-acetoxy-5-trimethylsilanylethynyl-4'-methylbenzophenone (Compound X) in 5 mL of tetrahydrofuran (under a blanket of argon) was added 0.86 mL (0.86 mmol) of tetrabutylammonium fluoride (1M in tetrahydrofuran). The resultant yellow solution was stirred at ambient temperature for 30 minutes, diluted with water (1 mL), extracted between ethyl ether and 10% HCl (aq.) solution, the layers separated and the aqueous phase washed with ethyl ether. The organic phase... Starting materials: C=C(C#N)CN(C)C, CCCCCCC, [N-]=[N+]=C(c1ccccc1)c1ccccc1. Reaction SMILES: [CH3:1][N:2]([CH3:3])[CH2:4][C:5]([C:6]#[N:7])=[CH2:8].[CH3:24][CH2:25][CH2:26][CH2:27][CH2:28][CH2:29][CH3:30].[c:9]1([C:15](=[N+:16]=[N-:17])[c:18]2[cH:19][cH:20][cH:21][cH:22][cH:23]2)[cH:10][cH:11][cH:12][cH:13][cH:14]1>>[CH3:1][N:2]([CH3:3])[CH2:4][C:5]1([C:6]#[N:7])[CH2:8][C:15]1([c:9]1[cH:10][cH:11][cH:12][cH:13][cH:14]1)[c:18]1[cH:19][cH:20][cH:21][cH:22][cH:23]1. The product is CN(C)CC1(C#N)CC1(c1ccccc1)c1ccccc1. Starting materials: BrC=1C(=C2C(=NC1)NC=C2NC(C2=CN=CC=C2)=O)F (N-(5-bromo-4-fluoro-1H-pyrrolo[2,3-b]pyridin-3-yl)nicotinamide), N1C2C(CC1)CN(C2)C(=O)OC(C)(C)C (tert-butyl hexahydropyrrolo[3,4-b]pyrrole-5(1H)-carboxylate). Solvent: CCCCO (n-BuOH). The product is BrC=1C(=C2C(=NC1)NC=C2NC(C2=CN=CC=C2)=O)N2CCC1C2CN(C1)C(=O)OC(C)(C)C (tert-butyl 1-(5-bromo-3-(nicotinamido)-1H-pyrrolo[2,3-b]pyridin-4-yl)hexahydropyrrolo[2,3-c]pyrrole-5(1H)-carboxylate). Reaction SMILES: [Br:1][C:2]1[C:3](F)=[C:4]2[C:10]([NH:11][C:12](=[O:19])[C:13]3[CH:18]=[CH:17][CH:16]=[N:15][CH:14]=3)=[CH:9][NH:8][C:5]2=[N:6][CH:7]=1.[NH:21]1[CH2:25][CH2:24][CH:23]2[CH2:26][N:27]([C:29]([O:31][C:32]([CH3:35])([CH3:34])[CH3:33])=[O:30])[CH2:28][CH:22]12>CCCCO>[Br:1][C:2]1[C:3]([N:21]2[CH:22]3[CH2:28][N:27]([C:29]([O:31][C:32]([CH3:35])([CH3:34])[CH3:33])=[O:30])[CH2:26][CH:23]3[CH2:24][CH2:25]2)=[C:4]2[C:10]([NH:11][C:12](=[O:19])[C:13]3[CH:18]=[CH:17][CH:16]=[N:15][CH:14]=3)=[CH:9][NH:8][C:5]2=[N:6][CH:7]=1. Procedure details: N-(5-Bromo-4-fluoro-1H-pyrrolo[2,3-b]pyridin-3-yl)nicotinamide (100 mg, 0.3 mmol, Example 1, Step I) and tert-butyl hexahydropyrrolo[3,4-b]pyrrole-5(1H)-carboxylate (190 mg, 0.9 mmol) in n-BuOH (4 mL) were heated to 160° C. for 18 hours in a sealed tube. After concentration, the residue was purified by C-18 reverse phase flash chromatography (Biotage SP4 unit, C-18 25M column, 10-90% CH3CN/water gradient; 30 CV) to yield tert-butyl 1-(5-bromo-3-(nicotinamido)-1H-pyrrolo[2,3-b]pyridin-4-yl)hexahy...